From a dataset of the Open Reaction Database (ORD), a public repository of structured organic reaction records. describe an organic reaction: reactants, conditions, products, and yield The reactants are CCOC(=O)C (EtOAc), C(=O)(O)[O-].[Na+] (NaHCO3), C(C)OC1=NC2=C(NC(C1)=O)C=CC=C2 (4-ethoxy-1,3-dihydro-benzo[b][1,4]diazepin-2-one), 3(A), C1(CCCCC1)C(=O)NN (cyclohexanecarboxylic acid hydrazide). Solvent: O (water), CCOCC (Et2O), C(C)(=O)O (acetic acid). Conditions: temperature 120 celsius, time 5 minute. The product is C1(CCCCC1)C1=NN=C2CC(NC3=C(N12)C=CC=C3)=O (1-cyclohexyl-4H,6H-2,3,6,10b-tetraaza-benzo[e]azulen-5-one). Reaction SMILES: C(O[C:4]1[CH2:10][C:9](=[O:11])[NH:8][C:7]2[CH:12]=[CH:13][CH:14]=[CH:15][C:6]=2[N:5]=1)C.[CH:16]1([C:22]([NH:24][NH2:25])=O)[CH2:21][CH2:20][CH2:19][CH2:18][CH2:17]1.CCOC(C)=O.C([O-])(O)=O.[Na+]>C(O)(=O)C.CCOCC.O>[CH:16]1([C:22]2[N:5]3[C:4]([CH2:10][C:9](=[O:11])[NH:8][C:7]4[CH:12]=[CH:13][CH:14]=[CH:15][C:6]=43)=[N:25][N:24]=2)[CH2:21][CH2:20][CH2:19][CH2:18][CH2:17]1 |f:3.4|. Procedure details: To a solution of 4-ethoxy-1,3-dihydro-benzo[b][1,4]diazepin-2-one (Preparation 3(A) (5 g, 24.5 mmol) in glacial acetic acid (75 mL) was added cyclohexanecarboxylic acid hydrazide (Preparation 14) (3.5 g, 24.5 mmol). The reaction was heated at 120° C. for 2.5 hours, was cooled to room temperature, and EtOAc (50 mL), water (50 mL) and aqueous NaHCO3 (50 mL) were added. The mixture was stirred for 5 minutes and Et2O was added (125 mL). The suspension was stirred for 15 minutes and the solids were r... The reactants are OCC1OC2=C(C(=CC=C2CC1)OCC1=CC=CC=C1)CCC (2-hydroxymethyl-7-benzyloxy-8-n-propylchroman). The reagents and catalysts are [Pd] (palladium on carbon). Solvent: CO (methanol). Run at time 46 minute. Yields the product OCC1OC2=C(C(=CC=C2CC1)O)CCC (2-hydroxymethyl-7-hydroxy-8-n-propylchroman). The yield is 99.2%. As a reaction SMILES: [OH:1][CH2:2][CH:3]1[CH2:12][CH2:11][C:10]2[C:5](=[C:6]([CH2:21][CH2:22][CH3:23])[C:7]([O:13]CC3C=CC=CC=3)=[CH:8][CH:9]=2)[O:4]1>CO.[Pd]>[OH:1][CH2:2][CH:3]1[CH2:12][CH2:11][C:10]2[C:5](=[C:6]([CH2:21][CH2:22][CH3:23])[C:7]([OH:13])=[CH:8][CH:9]=2)[O:4]1. Procedure: 3.97 g (12.7 mmole) of the compound from Example 33 was dissolved in 30 ml of methanol and 397 mg of 5% palladium on carbon was added. The resulting suspension was hydrogenated at 60 psi and 60° C. for 46 minutes. After cooling and removal of the catalyst by filtration, the solvent was removed by rotary evaporation to give 2.80 g (99%) of the title compound as a light yellow oil. Calc: C, 70.25; H, 8.16; Found: C, 69.54; H 8.18. The reactants are NC1=NC=CC(=C1)C(=O)O (2-Aminopyridine-4-carboxylic acid), Cl (HCl). Reagents/catalysts: O=[Pt]=O (PtO2). Solvent: CO (methanol). Run at time 2 hour. The product is Cl.NC1=NCCC(C1)C(=O)O (2-Amino-3,4,5,6-tetrahydropyridine-4-carboxylic acid HCL). The yield is 87.9%. Reaction SMILES: [NH2:1][C:2]1[CH:7]=[C:6]([C:8]([OH:10])=[O:9])[CH:5]=[CH:4][N:3]=1.[ClH:11]>CO.O=[Pt]=O>[ClH:11].[NH2:1][C:2]1[CH2:7][CH:6]([C:8]([OH:10])=[O:9])[CH2:5][CH2:4][N:3]=1 |f:4.5|. Reported procedure: 2-Aminopyridine-4-carboxylic acid (Farmaco. Ed. Sci. 1958, 13, 485; 1.38 g, 10 mmol) was dissolved in 90% methanol (210 ml) and conc. HCl(4.9 ml, 60 mmol) was added. The solution was hydrogenated over PtO2 (200 mg) in a Parr shaker apparatus at room temperature and 29 psig for 2 hours. Filtration and evaporation gave 1.57 g (88%) crude white crystals identified as the product by 300 MHz nmr and ir 1728 cm-1. Starting materials: CN(SC(Cl)(Cl)Cl)C(=O)F, CCN=C1SC(=NO)C(C)(C)S1, C1COCCO1, O. Product: CCN=C1SC(=NOC(=O)N(C)SC(Cl)(Cl)Cl)C(C)(C)S1. RXN SMILES: [CH3:13][N:14]([C:15](=[O:16])[F:17])[S:18][C:19]([Cl:20])([Cl:21])[Cl:22].[CH3:1][C:2]1([CH3:12])[C:3](=[N:10][OH:11])[S:4][C:5](=[N:7][CH2:8][CH3:9])[S:6]1.[O:23]1[CH2:24][CH2:25][O:26][CH2:27][CH2:28]1.[OH2:29]>>[CH3:1][C:2]1([CH3:12])[C:3](=[N:10][O:11][C:15]([N:14]([CH3:13])[S:18][C:19]([Cl:20])([Cl:21])[Cl:22])=[O:16])[S:4][C:5](=[N:7][CH2:8][CH3:9])[S:6]1. Reactants: BrCC1=C(C=CC=C1OC)F (2-(Bromomethyl)-1-fluoro-3-methoxybenzene), C(C)(C)(C)OC(=O)N[C@H]1CNCCC1 ((R)-3-(tert-butoxycarbonylamino)piperidine), C(=O)([O-])[O-].[K+].[K+] (K2CO3). The solvent is CN(C)C=O (DMF), CCOC(=O)C (EtOAc). Run at time 2 hour. Product: FC1=C(CN2C[C@@H](CCC2)NC(OC(C)(C)C)=O)C(=CC=C1)OC ((R)-tert-butyl 1-(2-fluoro-6-methoxybenzyl)piperidin-3-ylcarbamate). As a reaction SMILES: Br[CH2:2][C:3]1[C:8]([O:9][CH3:10])=[CH:7][CH:6]=[CH:5][C:4]=1[F:11].[C:12]([O:16][C:17]([NH:19][C@@H:20]1[CH2:25][CH2:24][CH2:23][NH:22][CH2:21]1)=[O:18])([CH3:15])([CH3:14])[CH3:13].C([O-])([O-])=O.[K+].[K+]>CN(C=O)C.CCOC(C)=O>[F:11][C:4]1[CH:5]=[CH:6][CH:7]=[C:8]([O:9][CH3:10])[C:3]=1[CH2:2][N:22]1[CH2:23][CH2:24][CH2:25][C@@H:20]([NH:19][C:17](=[O:18])[O:16][C:12]([CH3:14])([CH3:13])[CH3:15])[CH2:21]1 |f:2.3.4|. Reported procedure: 2-(Bromomethyl)-1-fluoro-3-methoxybenzene (3.19 g, 14.57 mmol), (R)-3-(tert-butoxycarbonylamino)piperidine (3.0 g, 12.67 mmol), and K2CO3 (2.63 g, 19.01 mmol) were taken up in DMF (25 mL) in a 50 mL flask. The reaction mixture was stirred at room temperature for 2 h. The mixture was diluted with EtOAc (100 mL), washed with water (50 mL, ×2), dried over MgSO4, filtered, and the solvent evaporated in vacuo. The residue was purified by flash chromatography (6-50% EtOAc/hexanes) to give (R)-tert-but... The reactants are C(O)([O-])=O.[Na+] (sodium hydrogen carbonate), ClC1=NC2=C(N1CCCC(=O)OCC)C(=CC=C2Cl)C(CC)CC (Ethyl 4-[2,4-dichloro-7-(1-ethylpropyl)-1H-benzimidazol-1-yl]butanoate), BrC1=C(N)C=CC(=C1)C(F)(F)F (2-bromo-4-trifluoromethylaniline), O.C1(=CC=C(C=C1)S(=O)(=O)O)C (p-toluenesulfonic acid monohydrate). The solvent is C=1(C(=CC=CC1)C)C (xylene). Run at temperature 130 celsius, time 15 hour. Yields the product BrC1=C(C=CC(=C1)C(F)(F)F)NC1=NC2=C(N1CCCC(=O)OCC)C(=CC=C2Cl)C(CC)CC (ethyl 4-[2-{[2-bromo-4-(trifluoromethyl)phenyl]amino}-4-chloro-7-(1-ethylpropyl)-1H-benzimidazol-1-yl]butanoate). RXN SMILES: Cl[C:2]1[N:6]([CH2:7][CH2:8][CH2:9][C:10]([O:12][CH2:13][CH3:14])=[O:11])[C:5]2[C:15]([CH:20]([CH2:23][CH3:24])[CH2:21][CH3:22])=[CH:16][CH:17]=[C:18]([Cl:19])[C:4]=2[N:3]=1.[Br:25][C:26]1[CH:32]=[C:31]([C:33]([F:36])([F:35])[F:34])[CH:30]=[CH:29][C:27]=1[NH2:28].O.C1(C)C=CC(S(O)(=O)=O)=CC=1.C(=O)([O-])O.[Na+]>C1(C)C(C)=CC=CC=1>[Br:25][C:26]1[CH:32]=[C:31]([C:33]([F:35])([F:36])[F:34])[CH:30]=[CH:29][C:27]=1[NH:28][C:2]1[N:6]([CH2:7][CH2:8][CH2:9][C:10]([O:12][CH2:13][CH3:14])=[O:11])[C:5]2[C:15]([CH:20]([CH2:23][CH3:24])[CH2:21][CH3:22])=[CH:16][CH:17]=[C:18]([Cl:19])[C:4]=2[N:3]=1 |f:2.3,4.5|. Reported procedure: A mixture of ethyl 4-[2,4-dichloro-7-(1-ethylpropyl)-1H-benzimidazol-1-yl]butanoate (Reference Example 33; 2.24 g, 6.63 mmol), 2-bromo-4-trifluoromethylaniline (3.18 g, 13.25 mmol), p-toluenesulfonic acid monohydrate (1.35 g, 7.09 mmol) and xylene (5.0 mL) was stirred at 130° C. for 15 hr. After cooling, the reaction mixture was neutralized with aqueous saturated sodium hydrogen carbonate and extracted with ethyl acetate (×3). The combined organic layer was washed with brine, dried over anhydrou... Procedure details: To a solution of 5.4 g of methyl, 1,3,4,16b-tetrahydro-2-methyl-2H,10H-indolo[2,1-c]pyrazino[1,2-a][1,4]benzodiazepine-16-carboxylate in 100 ml tetrahydrofuran is added 1 g of lithium aluminum hydride in small portions over a 10 minute period maintaining the temperature of the reaction below 25°. On completion of the addition the reaction is heated at reflux temperature for 4 hours. On cooling to room temperature the reaction mixture is quenched by the cautious dropwise addition of 0.65 ml of wa... RXN SMILES: [CH3:1][N:2]1[CH2:26][CH2:25][N:5]2[C:6]3[CH:24]=[CH:23][CH:22]=[CH:21][C:7]=3[CH2:8][N:9]3[C:17]4[CH:16]=[CH:15][CH:14]=[CH:13][C:12]=4[C:11]([C:18]([O-])=[O:19])=[C:10]3[CH:4]2[CH2:3]1.[H-].[Al+3].[Li+].[H-].[H-].[H-]>O1CCCC1>[CH3:1][N:2]1[CH2:26][CH2:25][N:5]2[C:6]3[CH:24]=[CH:23][CH:22]=[CH:21][C:7]=3[CH2:8][N:9]3[C:17]4[CH:16]=[CH:15][CH:14]=[CH:13][C:12]=4[C:11]([CH2:18][OH:19])=[C:10]3[CH:4]2[CH2:3]1 |f:1.2.3.4.5.6|. Reactants: CN1CC2N(C3=C(CN4C2=C(C=2C=CC=CC24)C(=O)[O-])C=CC=C3)CC1 (1,3,4,16b-tetrahydro-2-methyl-2H,10H-indolo[2,1-c]pyrazino[1,2-a][1,4]benzodiazepine-16-carboxylate), [H-].[Al+3].[Li+].[H-].[H-].[H-] (lithium aluminum hydride). Run in O1CCCC1 (tetrahydrofuran). The product is CN1CC2N(C3=C(CN4C2=C(C=2C=CC=CC24)CO)C=CC=C3)CC1 (1,3,4,16b-tetrahydro-2-methyl-16-hydroxymethyl-2H,10H-indolo[2,1-c]pyrazino[1,2-a][1,4]benzodiazepine).